Dataset: the Open Reaction Database (ORD), a public repository of structured organic reaction records. Task: describe an organic reaction: reactants, conditions, products, and yield The reactants are C(C)(C)(C)C(=O)CN1C(C(CN(C2=C1C=C(C=C2)OC)C2=CC=CC=C2)NC(=O)NC2=CC(=CC=C2)C(=O)OCC)=O (1-(1-tert-Butylcarbonylmethyl-2-oxo-5-phenyl-8-methoxy-1,3,4,5-tetrahydro-2H-1,5-benzodiazepin-3-yl)-3-(3-ethoxycarbonylphenyl)urea), O.[OH-].[Li+] (lithium hydroxide monohydrate), solution. Solvent: O1CCCC1 (tetrahydrofuran), C(C)O (ethanol). Conditions: time 7 hour. The product is C(C)(C)(C)C(=O)CN1C(C(CN(C2=C1C=C(C=C2)OC)C2=CC=CC=C2)NC(NC=2C=C(C(=O)O)C=CC2)=O)=O (3-[3-(1-tert-butylcarbonylmethyl-2-oxo-5-phenyl-8-methoxy-1,3,4,5-tetrahydro-2H-1,5-benzodiazepin-3-yl)ureido]benzoic acid). The yield is 55.4%. As a reaction SMILES: [C:1]([C:5]([CH2:7][N:8]1[C:14]2[CH:15]=[C:16]([O:19][CH3:20])[CH:17]=[CH:18][C:13]=2[N:12]([C:21]2[CH:26]=[CH:25][CH:24]=[CH:23][CH:22]=2)[CH2:11][CH:10]([NH:27][C:28]([NH:30][C:31]2[CH:36]=[CH:35][CH:34]=[C:33]([C:37]([O:39]CC)=[O:38])[CH:32]=2)=[O:29])[C:9]1=[O:42])=[O:6])([CH3:4])([CH3:3])[CH3:2].O.[OH-].[Li+]>O1CCCC1.C(O)C>[C:1]([C:5]([CH2:7][N:8]1[C:14]2[CH:15]=[C:16]([O:19][CH3:20])[CH:17]=[CH:18][C:13]=2[N:12]([C:21]2[CH:26]=[CH:25][CH:24]=[CH:23][CH:22]=2)[CH2:11][CH:10]([NH:27][C:28](=[O:29])[NH:30][C:31]2[CH:32]=[C:33]([CH:34]=[CH:35][CH:36]=2)[C:37]([OH:39])=[O:38])[C:9]1=[O:42])=[O:6])([CH3:4])([CH3:2])[CH3:3] |f:1.2.3|. Procedure details: 1-(1-tert-Butylcarbonylmethyl-2-oxo-5-phenyl-8-methoxy-1,3,4,5-tetrahydro-2H-1,5-benzodiazepin-3-yl)-3-(3-ethoxycarbonylphenyl)urea (1.17 g) was dissolved in a mixed solvent of tetrahydrofuran (20 ml) and ethanol (20 ml), aqueous lithium hydroxide monohydrate (428 mg) solution (10 ml) was added, and the mixture was stirred for 7 hours at room temperature. The reaction mixture was concentrated under reduced pressure, the residue was weakly acidified with 1N hydrochloric acid, extracted with chlor... Reactants: [Al+3], C1CCOC1, [H-], [H-], [H-], [H-], [Li+], O=C1NC23CC(CCC2CCc2ccccc23)O1. The product is CNC12CC(O)CCC1CCc1ccccc12. RXN SMILES: [Al+3:20].[CH2:25]1[O:26][CH2:27][CH2:28][CH2:29]1.[H-:19].[H-:22].[H-:23].[H-:24].[Li+:21].[NH:1]1[C:2](=[O:18])[O:3][CH:4]2[CH2:5][CH2:6][CH:7]3[C:8]1([c:9]1[cH:10][cH:11][cH:12][cH:13][c:14]1[CH2:15][CH2:16]3)[CH2:17]2>>[NH:1]([CH3:2])[C:8]12[CH:7]([CH2:6][CH2:5][CH:4]([OH:3])[CH2:17]1)[CH2:16][CH2:15][c:14]1[c:9]2[cH:10][cH:11][cH:12][cH:13]1.